From a dataset of the Open Reaction Database (ORD), a public repository of structured organic reaction records. describe an organic reaction: reactants, conditions, products, and yield RXN SMILES: [Br:1][c:2]1[cH:3][c:4]([C:5](=[O:6])[O:7][CH3:8])[cH:9][cH:10][c:11]1[OH:12].[CH3:19][C:20]([Cl:21])=[O:22].[Cl:24][CH2:25][Cl:26].[ClH:23].[OH2:27].[cH:13]1[cH:14][cH:15][n:16][cH:17][cH:18]1>>[Br:1][c:2]1[cH:3][c:4]([C:5](=[O:6])[O:7][CH3:8])[cH:9][cH:10][c:11]1[O:12][C:20]([CH3:19])=[O:22]. The product is COC(=O)c1ccc(OC(C)=O)c(Br)c1. The reactants are COC(=O)c1ccc(O)c(Br)c1, CC(=O)Cl, ClCCl, Cl, O, c1ccncc1. The reactants are [Al+3], CCOCC, [H-], [H-], [H-], [H-], [Li+], [Na+], [OH-], CCOC(=O)Cc1ccncc1. Yields the product OCCc1ccncc1. As a reaction SMILES: [Al+3:14].[CH3:21][CH2:22][O:23][CH2:24][CH3:25].[H-:13].[H-:16].[H-:17].[H-:18].[Li+:15].[Na+:20].[OH-:19].[n:1]1[cH:2][cH:3][c:4]([CH2:7][C:8](=[O:9])[O:10][CH2:11][CH3:12])[cH:5][cH:6]1>>[n:1]1[cH:2][cH:3][c:4]([CH2:7][CH2:8][OH:9])[cH:5][cH:6]1. Reactants: C (charcoal), Br.C1(=CC=CC2=CC=CC=C12)C=1N=C(SC1)N (4-(1-naphthyl)-thiazol-2-ylamine hydrobromide), COC=1C=C(C=CC1OC)S(=O)(=O)Cl (3,4-dimethoxy-benzenesulfonyl chloride), Cl (hydrochloric acid). Run in C(C)O (ethanol), [OH-].[Na+] (sodium hydroxide), N1=CC=CC=C1 (pyridine). Run at time 30 minute. Yields the product COC=1C=C(C=CC1OC)S(=O)(=O)NC=1SC=C(N1)C1=CC=CC2=CC=CC=C12 (3,4-dimethoxy-N-(4-naphthalen-1-yl-thiazol-2-yl)-benzenesulfonamide). The yield is 82.8%. As a reaction SMILES: Br.[C:2]1([C:12]2[N:13]=[C:14]([NH2:17])[S:15][CH:16]=2)[C:11]2[C:6](=[CH:7][CH:8]=[CH:9][CH:10]=2)[CH:5]=[CH:4][CH:3]=1.[CH3:18][O:19][C:20]1[CH:21]=[C:22]([S:28](Cl)(=[O:30])=[O:29])[CH:23]=[CH:24][C:25]=1[O:26][CH3:27].Cl.C>C(O)C.[OH-].[Na+].N1C=CC=CC=1>[CH3:18][O:19][C:20]1[CH:21]=[C:22]([S:28]([NH:17][C:14]2[S:15][CH:16]=[C:12]([C:2]3[C:11]4[C:6](=[CH:7][CH:8]=[CH:9][CH:10]=4)[CH:5]=[CH:4][CH:3]=3)[N:13]=2)(=[O:29])=[O:30])[CH:23]=[CH:24][C:25]=1[O:26][CH3:27] |f:0.1,6.7|. Reported procedure: A mixture of 10 g of 4-(1-naphthyl)-thiazol-2-ylamine hydrobromide with 8.5 g of 3,4-dimethoxy-benzenesulfonyl chloride was stirred for 18 hours with 30 ml of pyridine. The resulting, red colored suspension was poured into 400 ml of 1N hydrochloric acid. The separated solid was dissolved in a mixture of 400 ml of ethanol and 400 ml of 2N sodium hydroxide solution. After the addition of 8 g of active charcoal the mixture was stirred at room temperature for 30 minutes and subsequently the active c... The reactants are FC(C=1C=C(CNC(C2=CC(=NC=C2)C2=C(C=CC(=C2)N2CCCCC2)NC(C2=CC(=CC=C2)CBr)=O)=O)C=CC1)(F)F (N-(3-(trifluoromethyl)benzyl)-2-(2-(3-(bromomethyl)benzamido)-5-(piperidin-1-yl)phenyl)-isonicotinamide), [I-].[K+] (potassium iodide), COCCNC(CCNC)=O (N-(2-methoxyethyl)-3-(methylamino)propanamide), C([O-])([O-])=O.[K+].[K+] (potassium carbonate). The solvent is CN(C=O)C (N,N-dimethylformamide), C(C)(=O)OCC (ethyl acetate). Run at temperature 60 celsius, time 5 hour. Yields the product COCCNC(CCN(C)CC=1C=C(C(=O)NC2=C(C=C(C=C2)N2CCCCC2)C=2C=C(C(=O)NCC3=CC(=CC=C3)C(F)(F)F)C=CN2)C=CC1)=O (2-(2-(3-(((3-((2-methoxyethyl)amino)-3-oxopropyl)(methyl)amino)-methyl)benzamido)-5-(piperidin-1-yl)phenyl)-N-(3-(trifluoromethyl)benzyl)-isonicotinamide). The yield is 28.1%. RXN SMILES: [F:1][C:2]([F:43])([F:42])[C:3]1[CH:4]=[C:5]([CH:39]=[CH:40][CH:41]=1)[CH2:6][NH:7][C:8](=[O:38])[C:9]1[CH:14]=[CH:13][N:12]=[C:11]([C:15]2[CH:20]=[C:19]([N:21]3[CH2:26][CH2:25][CH2:24][CH2:23][CH2:22]3)[CH:18]=[CH:17][C:16]=2[NH:27][C:28](=[O:37])[C:29]2[CH:34]=[CH:33][CH:32]=[C:31]([CH2:35]Br)[CH:30]=2)[CH:10]=1.[CH3:44][O:45][CH2:46][CH2:47][NH:48][C:49](=[O:54])[CH2:50][CH2:51][NH:52][CH3:53].C(=O)([O-])[O-].[K+].[K+].[I-].[K+]>CN(C)C=O.C(OCC)(=O)C>[CH3:44][O:45][CH2:46][CH2:47][NH:48][C:49](=[O:54])[CH2:50][CH2:51][N:52]([CH2:35][C:31]1[CH:30]=[C:29]([CH:34]=[CH:33][CH:32]=1)[C:28]([NH:27][C:16]1[CH:17]=[CH:18][C:19]([N:21]2[CH2:26][CH2:25][CH2:24][CH2:23][CH2:22]2)=[CH:20][C:15]=1[C:11]1[CH:10]=[C:9]([CH:14]=[CH:13][N:12]=1)[C:8]([NH:7][CH2:6][C:5]1[CH:39]=[CH:40][CH:41]=[C:3]([C:2]([F:43])([F:42])[F:1])[CH:4]=1)=[O:38])=[O:37])[CH3:53] |f:2.3.4,5.6|. Reported procedure: Into a 8-mL round-bottom flask, was placed a solution of N-(3-(trifluoromethyl)benzyl)-2-(2-(3-(bromomethyl)benzamido)-5-(piperidin-1-yl)phenyl)-isonicotinamide 42a (250 mg, 0.31 mmol, 1.00 equiv, 80%) in N,N-dimethylformamide (6 mL), N-(2-methoxyethyl)-3-(methylamino)propanamide (185 mg, 1.04 mmol, 3.00 equiv, 90%), potassium carbonate (106 mg, 0.77 mmol, 2.00 equiv), and potassium iodide (32 mg, 0.19 mmol, 0.50 equiv). The resulting solution was stirred for 5 h at 60° C. The resulting solution...